This data is from the Open Reaction Database (ORD), a public repository of structured organic reaction records. The task is: describe an organic reaction: reactants, conditions, products, and yield Solvent: CO (methanol). Product: CC[C@@]12CCCN3[C@@H]1C4=C(C=5C=CC=CC5N4[C@](C2)(C(=O)OC)O)CC3.O=C(C(=O)[O-])CCC(=O)[O-] (vincamine 2-ketoglutarate). The yield is 93.0%. RXN SMILES: [O:1]=[C:2]([CH2:6][CH2:7][C:8]([OH:10])=[O:9])[C:3]([OH:5])=[O:4].[CH3:11][CH2:12][C@:13]12[CH2:29][C@:28]([OH:34])([C:30]([O:32][CH3:33])=[O:31])[N:27]3[C:19]4=[C:20]([CH2:35][CH2:36][N:17]([C@@H:18]14)[CH2:16][CH2:15][CH2:14]2)[C:21]1[CH:22]=[CH:23][CH:24]=[CH:25][C:26]=13>CO>[CH3:11][CH2:12][C@:13]12[CH2:29][C@:28]([OH:34])([C:30]([O:32][CH3:33])=[O:31])[N:27]3[C:19]4=[C:20]([CH2:35][CH2:36][N:17]([C@@H:18]14)[CH2:16][CH2:15][CH2:14]2)[C:21]1[CH:22]=[CH:23][CH:24]=[CH:25][C:26]=13.[O:1]=[C:2]([CH2:6][CH2:7][C:8]([O-:10])=[O:9])[C:3]([O-:5])=[O:4] |f:3.4|. The reactants are O=C(C(=O)O)CCC(=O)O (2-ketoglutaric acid), CC[C@@]12CCCN3[C@@H]1C4=C(C=5C=CC=CC5N4[C@](C2)(C(=O)OC)O)CC3 (vincamine). Reported procedure: 12 g. (0.082 mole) of 2-ketoglutaric acid are dissolved in 500 ml. of methanol. The solution is brought to the boil and 22.5 g. (0.0635 mole) of vincamine are added a small amount at a time, with vigorous agitation. When dissolution is complete, the resulting solution is concentrated in a rotary evaporator until its volume is reduced to 200 ml. On cooling, 22 g. of vincamine 2-ketoglutarate are obtained. By adding 500 ml. of ethyl ether to the mother liquors, a further amount of 9.6 g. of the sa...